This data is from the Open Reaction Database (ORD), a public repository of structured organic reaction records. The task is: describe an organic reaction: reactants, conditions, products, and yield Reactants: P(=O)([O-])([O-])[O-].[K+].[K+].[K+] (potassium phosphate), ClC1=CC=2C3=C(NC2C=C1)CCN(C3)C (8-Chloro-2-methyl-2,3,4,5-tetrahydro-1H-pyrido[4,3-b]indole), BrC=C(C)C1=CC(=C(C=C1)Cl)Cl (4-(1-Bromoprop-1-en-2-yl)-1,2-dichlorobenzene). Reagents/catalysts: [Cu]I (Copper (I) iodide). Run in CN(C)C=O (DMF). Reaction conditions: time 10 minute. Product: ClC1=CC=2C3=C(N(C2C=C1)\C=C(/C)\C1=CC(=C(C=C1)Cl)Cl)CCN(C3)C ((E)-8-chloro-5-(2-(3,4-dichlorophenyl)prop-1-enyl)-2,3,4,5-tetrahydro-2-methyl-1H-pyrido[4,3-b]indole). RXN SMILES: [Cl:1][C:2]1[CH:10]=[CH:9][C:8]2[NH:7][C:6]3[CH2:11][CH2:12][N:13]([CH3:15])[CH2:14][C:5]=3[C:4]=2[CH:3]=1.P([O-])([O-])([O-])=O.[K+].[K+].[K+].Br[CH:25]=[C:26]([C:28]1[CH:33]=[CH:32][C:31]([Cl:34])=[C:30]([Cl:35])[CH:29]=1)[CH3:27]>CN(C=O)C.[Cu]I>[Cl:1][C:2]1[CH:10]=[CH:9][C:8]2[N:7](/[CH:25]=[C:26](/[C:28]3[CH:33]=[CH:32][C:31]([Cl:34])=[C:30]([Cl:35])[CH:29]=3)\[CH3:27])[C:6]3[CH2:11][CH2:12][N:13]([CH3:15])[CH2:14][C:5]=3[C:4]=2[CH:3]=1 |f:1.2.3.4|. Procedure details: 8-Chloro-2-methyl-2,3,4,5-tetrahydro-1H-pyrido[4,3-b]indole (69 mg, 0.31 mmol) was dissolved in DMF (5 mL). Copper (I) iodide (6 mg, 0.032 mmol) L-proline (7 mg, 0.063 mmol) and potassium phosphate (134 mg, 0.63 mmol) were added and the reaction mixture was stirred for 10 min. at RT. 4-(1-Bromoprop-1-en-2-yl)-1,2-dichlorobenzene (100 mg, 0.378 mmol) was added dropwise and the reaction mixture was purged with nitrogen. The reaction mixture was heated overnight at 80° C. (prolonged heating in some... Reactants: [Al+3], COc1cccc(-c2ncc3n2CC(=O)N(C)C3)c1, [H-], [H-], [H-], [H-], [Li+], C1CCOC1. Yields the product COc1cccc(-c2ncc3n2C=CN(C)C3)c1. RXN SMILES: [Al+3:21].[CH3:1][O:2][c:3]1[cH:4][c:5](-[c:9]2[n:10][cH:11][c:12]3[n:13]2[CH2:14][C:15](=[O:19])[N:16]([CH3:18])[CH2:17]3)[cH:6][cH:7][cH:8]1.[H-:20].[H-:23].[H-:24].[H-:25].[Li+:22].[O:26]1[CH2:27][CH2:28][CH2:29][CH2:30]1>>[CH3:1][O:2][c:3]1[cH:4][c:5](-[c:9]2[n:10][cH:11][c:12]3[n:13]2[CH:14]=[CH:15][N:16]([CH3:18])[CH2:17]3)[cH:6][cH:7][cH:8]1. The reactants are NC1=CC=C(C=C1C(C(F)(F)F)(C#CC(C)C)O)F (6-Amino-3-fluoro-α-isopropylethynyl-α-(trifluoromEthyl)benzyl alcohol), N1=CC=CC=C1 (pyridine), BrCC(=O)Br (bromoacetyl bromide), CCOCC (ether), CCOCC (ether). Reaction conditions: time 30 minute. Product: FC=1C=CC2=C(C(OCC(N2C#C)=O)(C(F)(F)F)C(C)C)C1 (1,5-Dihydro-7-fluoro-5-isopropylethynyl-5-(trifluoromethyl)-4,1-benzoxazepin-2(3H)-one). RXN SMILES: [NH2:1][C:2]1[C:7]([C:8]([OH:18])([C:13]#[C:14]C(C)C)[C:9]([F:12])([F:11])[F:10])=[CH:6][C:5]([F:19])=[CH:4][CH:3]=1.N1[CH:25]=[CH:24]C=CC=1.Br[CH2:27][C:28](Br)=[O:29].[CH3:31]COCC>>[F:19][C:5]1[CH:4]=[CH:3][C:2]2[N:1]([C:24]#[CH:25])[C:28](=[O:29])[CH2:27][O:18][C:8]([CH:13]([CH3:14])[CH3:31])([C:9]([F:10])([F:11])[F:12])[C:7]=2[CH:6]=1. Reported procedure: To a stirred 0° solution of 210 mg of 6-Amino-3-fluoro-α-isopropylethynyl-α-(trifluoromEthyl)benzyl alcohol in 20 mL of dry ether was added 120 mL of dry pyridine and 0.080 mL of bromoacetyl bromide. After 30 min, the reaction mixture was diluted with ether, washed with water and aqueous sodium bicarbonate, dried and evaporated. The residue was dissolved in 20 mL of dry DMF and was treated at room temperature with 33 mg of 100% sodium hydride for 30 min. The reaction was partitioned between ethy... Reactants: COC(COC1=CC(=C(C=C1)Cl)N)=O ((3-amino-4-chlorophenoxy)acetic acid methyl ester), COC(C(C(C)=O)SC1=CC=C(C=C1)Cl)=O (2-(4-chlorophenylsulfanyl)-3-oxobutyric acid methyl ester), polyphosphoric acid. Solvent: O1CCOCC1 (dioxane). Conditions: temperature 130 celsius. Yields the product COC(COC1=C2C(C(=C(NC2=C(C=C1)Cl)C)SC1=CC=C(C=C1)Cl)=O)=O ([8-chloro-3-(4-chlorophenylsulfanyl)-2-methyl-4-oxo-1,4-dihydroquinolin-5-yloxy]acetic Acid Methyl Ester). As a reaction SMILES: [CH3:1][O:2][C:3](=[O:14])[CH2:4][O:5][C:6]1[CH:11]=[CH:10][C:9]([Cl:12])=[C:8]([NH2:13])[CH:7]=1.C[O:16][C:17](=O)[CH:18]([S:22][C:23]1[CH:28]=[CH:27][C:26]([Cl:29])=[CH:25][CH:24]=1)[C:19](=O)[CH3:20]>O1CCOCC1>[CH3:1][O:2][C:3](=[O:14])[CH2:4][O:5][C:6]1[CH:11]=[CH:10][C:9]([Cl:12])=[C:8]2[C:7]=1[C:17](=[O:16])[C:18]([S:22][C:23]1[CH:24]=[CH:25][C:26]([Cl:29])=[CH:27][CH:28]=1)=[C:19]([CH3:20])[NH:13]2. Reported procedure: A mixture of (3-amino-4-chlorophenoxy)acetic acid methyl ester (2.1 g), 2-(4-chlorophenylsulfanyl)-3-oxobutyric acid methyl ester (2.5 g), polyphosphoric acid (10 g) and dioxane (30 mL) was heated at 130° C. for 2 days. The mixture was cooled to room temperature and the solvent removed under reduced pressure. The residue was diluted with water and the resulting precipitate collected by filtration, washed with water and dichloromethane and dried to afford title compound, 1.6 g.